This data is from the Open Reaction Database (ORD), a public repository of structured organic reaction records. The task is: describe an organic reaction: reactants, conditions, products, and yield The reactants are COC1=CC=C(CN(C2=NC(=NC(=N2)C)C=2C=C(C=NC2NC=2C=NC(=CC2)OC)C2=NC=CC=C2)CC2=CC=C(C=C2)OC)C=C1 (5′-(4-(bis(4-methoxybenzyl)amino)-6-methyl-1,3,5-triazin-2-yl)-N-(6-methoxypyridin-3-yl)-2,3′-bipyridin-6′-amine). The solvent is C(=O)(C(F)(F)F)O (TFA). Yields the product NC1=NC(=NC(=N1)C)C=1C=C(C=NC1NC=1C=NC(=CC1)OC)C1=NC=CC=C1 (5′-(4-amino-6-methyl-1,3,5-triazin-2-yl)-N-(6-methoxypyridin-3-yl)-2,3′-bipyridin-6′-amine). The yield is 40.3%. RXN SMILES: COC1C=CC(C[N:8](CC2C=CC(OC)=CC=2)[C:9]2[N:14]=[C:13]([CH3:15])[N:12]=[C:11]([C:16]3[CH:17]=[C:18]([C:31]4[CH:36]=[CH:35][CH:34]=[CH:33][N:32]=4)[CH:19]=[N:20][C:21]=3[NH:22][C:23]3[CH:24]=[N:25][C:26]([O:29][CH3:30])=[CH:27][CH:28]=3)[N:10]=2)=CC=1>C(O)(C(F)(F)F)=O>[NH2:8][C:9]1[N:14]=[C:13]([CH3:15])[N:12]=[C:11]([C:16]2[CH:17]=[C:18]([C:31]3[CH:36]=[CH:35][CH:34]=[CH:33][N:32]=3)[CH:19]=[N:20][C:21]=2[NH:22][C:23]2[CH:24]=[N:25][C:26]([O:29][CH3:30])=[CH:27][CH:28]=2)[N:10]=1. Reported procedure: A solution of 5′-(4-(bis(4-methoxybenzyl)amino)-6-methyl-1,3,5-triazin-2-yl)-N-(6-methoxypyridin-3-yl)-2,3′-bipyridin-6′-amine (0.0419 g, 0.067 mmol) in TFA (3.0 mL) (Aldrich) was heated at 80° C. overnight. The solution was cooled to room temperature and concentrated. The crude residue was treated with 2M NH3 in MeOH and dry-packed with silica gel. Purification on an ISCO Combiflash Companion (12 g column, 1-15% MeOH in DCM over 25 min, product eluted with 10% MeOH)) gave 5′-(4-amino-6-methyl-1... Starting materials: COC(=O)CCN1N=C(CCC1=O)C=1C(=NN2C1C=CC=C2)C2=CC=CC=C2 (3-[2-(2-methoxycarbonylethyl)-3-oxo-2,3,4,5-tetrahydropyridazin-6-yl]-2-phenylpyrazolo[1,5-a]pyridine), [OH-].[Na+] (sodium hydroxide). Run in CO (methanol). Run at time 1 hour. The product is C(=O)(O)CCN1N=C(CCC1=O)C=1C(=NN2C1C=CC=C2)C2=CC=CC=C2 (3-[2-(2-carboxyethyl)-3-oxo-2,3,4,5-tetrahydropyridazin-6-yl]-2-phenylpyrazolo[1,5-a]pyridine). Yield: 42.5%. Reaction SMILES: C[O:2][C:3]([CH2:5][CH2:6][N:7]1[C:12](=[O:13])[CH2:11][CH2:10][C:9]([C:14]2[C:15]([C:23]3[CH:28]=[CH:27][CH:26]=[CH:25][CH:24]=3)=[N:16][N:17]3[CH:22]=[CH:21][CH:20]=[CH:19][C:18]=23)=[N:8]1)=[O:4].[OH-].[Na+]>CO>[C:3]([CH2:5][CH2:6][N:7]1[C:12](=[O:13])[CH2:11][CH2:10][C:9]([C:14]2[C:15]([C:23]3[CH:24]=[CH:25][CH:26]=[CH:27][CH:28]=3)=[N:16][N:17]3[CH:22]=[CH:21][CH:20]=[CH:19][C:18]=23)=[N:8]1)([OH:4])=[O:2] |f:1.2|. Reported procedure: A mixture of 3-[2-(2-methoxycarbonylethyl)-3-oxo-2,3,4,5-tetrahydropyridazin-6-yl]-2-phenylpyrazolo[1,5-a]pyridine (484 mg), 1N sodium hydroxide aqueous solution (2.1 ml) and methanol (5 ml) was stirred at room temperature for 1 hour. Methanol was evaporated in vacuo. To the residue, water (10 ml) was added and the solution was acidified with 5% hydrochloric acid and extracted with chloroform (20 ml×2). The combined extracts was washed with a saturated aqueous solution of sodium chloride (20 ml)... The reactants are CCOC(=O)c1cc2c(Oc3ccc([N+](=O)[O-])cc3)ncnc2[nH]1, CCO, [Cl-], [Fe], [NH4+], C1CCOC1, O. Yields the product CCOC(=O)c1cc2c(Oc3ccc(N)cc3)ncnc2[nH]1. As a reaction SMILES: [CH2:7]([CH3:8])[O:9][C:10](=[O:11])[c:12]1[cH:13][c:14]2[c:15]([n:16][cH:17][n:18][c:19]2[O:20][c:21]2[cH:22][cH:23][c:24]([N+:27]([O-:28])=[O:29])[cH:25][cH:26]2)[nH:30]1.[CH3:3][CH2:4][OH:5].[Cl-:1].[Fe:31].[NH4+:2].[O:32]1[CH2:33][CH2:34][CH2:35][CH2:36]1.[OH2:6]>>[CH2:7]([CH3:8])[O:9][C:10](=[O:11])[c:12]1[cH:13][c:14]2[c:15]([n:16][cH:17][n:18][c:19]2[O:20][c:21]2[cH:22][cH:23][c:24]([NH2:27])[cH:25][cH:26]2)[nH:30]1. Starting materials: C(C)(C)(C)OC(=O)N1CCC2=C(CC1)C=CC(=C2)NC2=NN1C(C(=CC=C1)C1=C(C=CC(=C1)S(=O)(=O)C)OCC(F)F)=N2 (7-{8-[2-(2,2-difluoro-ethoxy)-5-methanesulfonyl-phenyl]-[1,2,4]triazolo[1,5-a]pyridin-2-ylamino}-1,2,4,5-tetrahydro-3-benzazepine-3-carboxylic acid tert-butyl ester), FC(C(=O)O)(F)F (trifluoroacetic acid). Yields the product FC(COC1=C(C=C(C=C1)S(=O)(=O)C)C=1C=2N(C=CC1)N=C(N2)NC2=CC1=C(CCNCC1)C=C2)F ({8-[2-(2,2-Difluoro-ethoxy)-5-methanesulfonyl-phenyl]-[1,2,4]triazolo[1,5-a]pyridin-2-yl}-(2,3,4,5-tetrahydro-1H-3-benzazepin-7-yl)-amine), product. Yield: 92.0%. As a reaction SMILES: C(OC([N:8]1[CH2:14][CH2:13][C:12]2[CH:15]=[CH:16][C:17]([NH:19][C:20]3[N:43]=[C:23]4[C:24]([C:28]5[CH:33]=[C:32]([S:34]([CH3:37])(=[O:36])=[O:35])[CH:31]=[CH:30][C:29]=5[O:38][CH2:39][CH:40]([F:42])[F:41])=[CH:25][CH:26]=[CH:27][N:22]4[N:21]=3)=[CH:18][C:11]=2[CH2:10][CH2:9]1)=O)(C)(C)C.FC(F)(F)C(O)=O>>[F:42][CH:40]([F:41])[CH2:39][O:38][C:29]1[CH:30]=[CH:31][C:32]([S:34]([CH3:37])(=[O:36])=[O:35])=[CH:33][C:28]=1[C:24]1[C:23]2[N:22]([N:21]=[C:20]([NH:19][C:17]3[CH:16]=[CH:15][C:12]4[CH2:13][CH2:14][NH:8][CH2:9][CH2:10][C:11]=4[CH:18]=3)[N:43]=2)[CH:27]=[CH:26][CH:25]=1. Procedure: {8-[2-(2,2-Difluoro-ethoxy)-5-methanesulfonyl-phenyl]-[1,2,4]triazolo[1,5-a]pyridin-2-yl}-(2,3,4,5-tetrahydro-1H-3-benzazepin-7-yl)-amine was prepared from 7-{8-[2-(2,2-difluoro-ethoxy)-5-methanesulfonyl-phenyl]-[1,2,4]triazolo[1,5-a]pyridin-2-ylamino}-1,2,4,5-tetrahydro-3-benzazepine-3-carboxylic acid tert-butyl ester (0.340 g, 0.555 mmol) and trifluoroacetic acid (1 mL) in a manner analogous to Example 312 to give product (0.262 g, 92%). MP=122-125° C. 1H NMR (400 MHz, (D3C)2SO, δ, ppm): 9.48 ... Reactants: C(=O)(O)C12CCC(CC1)(CC2)NCC(=O)N2[C@@H](C[C@@H](C2)F)C#N ((2S,4S)-1-[[N-(4-carboxybicyclo[2.2.2]oct-1-yl)amino]acetyl]-4-fluoropyrrolidine-2-carbonitrile), ClC=1C=C(N)C=CC1 (3-chloroaniline). The product is ClC=1C=C(C=CC1)NC(=O)C12CCC(CC1)(CC2)NCC(=O)N2[C@@H](C[C@@H](C2)F)C#N ((2S,4S)-1-[[N-[4-[N-(3-chlorophenyl)amino]carbonylbicyclo[2.2.2]oct-1-yl]amino]acetyl]-4-fluoropyrrolidine-2-carbonitrile). Reaction SMILES: [C:1]([C:4]12[CH2:11][CH2:10][C:7]([NH:12][CH2:13][C:14]([N:16]3[CH2:20][C@@H:19]([F:21])[CH2:18][C@H:17]3[C:22]#[N:23])=[O:15])([CH2:8][CH2:9]1)[CH2:6][CH2:5]2)([OH:3])=O.[Cl:24][C:25]1[CH:26]=[C:27]([CH:29]=[CH:30][CH:31]=1)[NH2:28]>>[Cl:24][C:25]1[CH:26]=[C:27]([NH:28][C:1]([C:4]23[CH2:5][CH2:6][C:7]([NH:12][CH2:13][C:14]([N:16]4[CH2:20][C@@H:19]([F:21])[CH2:18][C@H:17]4[C:22]#[N:23])=[O:15])([CH2:10][CH2:11]2)[CH2:8][CH2:9]3)=[O:3])[CH:29]=[CH:30][CH:31]=1. Procedure: In a similar manner to Example 63, (2S,4S)-1-[[N-(4-carboxybicyclo[2.2.2]oct-1-yl)amino]acetyl]-4-fluoropyrrolidine-2-carbonitrile (50.0 mg) and 3-chloroaniline (36.0 μL) were used to obtain (2S,4S)-1-[[N-[4-[N-(3-chlorophenyl)amino]carbonylbicyclo[2.2.2]oct-1-yl]amino]acetyl]-4-fluoropyrrolidine-2-carbonitrile (23.3 mg). Starting materials: [N+](=O)([O-])C1=CC=C(CNCCCCC(=O)O)C=C1 (N-(p-nitrobenzyl)δ-aminovaleric acid), C=O (formaldehyde), C(#N)[BH3-].[Na+] (sodium cyanoborohydride). Run in O (water). Reaction conditions: time 45 minute. Yields the product CN(CCCCC(=O)O)CC1=CC=C(C=C1)[N+](=O)[O-] (N-methyl-N-(p-nitrobenzyl)δ-aminovaleric acid). Isolated yield 85.0%. Reaction SMILES: [N+:1]([C:4]1[CH:18]=[CH:17][C:7]([CH2:8][NH:9][CH2:10][CH2:11][CH2:12][CH2:13][C:14]([OH:16])=[O:15])=[CH:6][CH:5]=1)([O-:3])=[O:2].C=O.[C:21]([BH3-])#N.[Na+]>O>[CH3:21][N:9]([CH2:8][C:7]1[CH:6]=[CH:5][C:4]([N+:1]([O-:3])=[O:2])=[CH:18][CH:17]=1)[CH2:10][CH2:11][CH2:12][CH2:13][C:14]([OH:16])=[O:15] |f:2.3|. Reported procedure: To a solution of 300 mg (1.19 mmol) of N-(p-nitrobenzyl)δ-aminovaleric acid in 6 ml of water were added 450 μl of a 37% aqueous formaldehyde solution (6.1 mmol) and 123 mg of sodium cyanoborohydride (1.96 mmol). This mixture was stirred for 45 min at rt. After quenching with 6 ml of 1 M hydrochloric acid the solution was directly adsorbed on a Dowex 50 (H+ -form) ion exchange column (2×10 cm). The column was subsequently washed with 150 ml water and the product eluted with 0.7 M ammonia. After e... Reactants: NCC=1C(=NC(=CC1C)C)O (3-(aminomethyl)-4,6-dimethylpyridin-2-ol), FC1=C(OC(C)C2=CC=C(C(=O)O)C=C2)C=CC=C1 (4-(1-(2-fluorophenoxy)ethyl)benzoic acid), Cl.C(C)N=C=NCCCN(C)C (1-ethyl-3-(3-dimethylaminopropyl)carbodiimide hydrochloride), ON1N=NC2=C1C=CC=C2 (N-hydroxybenzotriazole). The solvent is O (water), ClCCl (dichloromethane), C(C)N(CC)CC (triethylamine). Conditions: temperature 25 celsius. Product: FC1=C(OC(C)C2=CC=C(C(=O)NCC=3C(=NC(=CC3C)C)O)C=C2)C=CC=C1 (4-(1-(2-fluorophenoxy)ethyl)-N-((2-hydroxy-4,6-dimethylpyridin-3-yl)methyl)benzamide). Yield: 19.0%. RXN SMILES: [F:1][C:2]1[CH:19]=[CH:18][CH:17]=[CH:16][C:3]=1[O:4][CH:5]([C:7]1[CH:15]=[CH:14][C:10]([C:11]([OH:13])=O)=[CH:9][CH:8]=1)[CH3:6].Cl.C(N=C=NCCCN(C)C)C.ON1C2C=CC=CC=2N=N1.[NH2:42][CH2:43][C:44]1[C:45]([OH:52])=[N:46][C:47]([CH3:51])=[CH:48][C:49]=1[CH3:50]>O.ClCCl.C(N(CC)CC)C>[F:1][C:2]1[CH:19]=[CH:18][CH:17]=[CH:16][C:3]=1[O:4][CH:5]([C:7]1[CH:8]=[CH:9][C:10]([C:11]([NH:42][CH2:43][C:44]2[C:45]([OH:52])=[N:46][C:47]([CH3:51])=[CH:48][C:49]=2[CH3:50])=[O:13])=[CH:14][CH:15]=1)[CH3:6] |f:1.2|. Procedure details: A mixture of 4-(1-(2-fluorophenoxy)ethyl)benzoic acid (260 mg, 1 mmol), 1-ethyl-3-(3-dimethylaminopropyl)carbodiimide hydrochloride (382 mg, 2 mmol), N-hydroxybenzotriazole (270 mg, 2 mmol), triethylamine (0.3 mL) and dichloromethane (15 mL) were stirred at 25° C. for half an hour. And then 3-(aminomethyl)-4,6-dimethylpyridin-2-ol (152 mg, 1 mmol) was added. The mixture was stirred at 25° C. for 12 hours. To the mixture, water (20 mL) was added and the mixture was extracted with dichloromethane ... Reactants: C(C)C(C=O)=CCCC (2-ethyl-2-hexenal), C=O (formalin), CO (methanol), aqueous solution, [OH-].[Na+] (sodium hydroxide). The solvent is COCCOCCOC (diethylene glycol dimethyl ether). Conditions: temperature 50 celsius, time 3 hour. Yields the product C(C)C=1C(OCC(C1)CC)O (3,5-diethyl-5,6-dihydro-2H-2-pyranol). Reaction SMILES: [CH2:1]([C:3](=[CH:6][CH2:7][CH2:8][CH3:9])[CH:4]=O)[CH3:2].[CH2:10]=[O:11].CO.[OH-:14].[Na+]>COCCOCCOC>[CH2:8]([C:7]1[CH:10]([OH:14])[O:11][CH2:4][CH:3]([CH2:1][CH3:2])[CH:6]=1)[CH3:9] |f:3.4|. Procedure: To a mixture of 776 g of 2-ethyl-2-hexenal (purity: 97.6%, 6.0 mol), 324 g (4.0 mol) of 37% formalin, and 550 g of methanol heated to 50° C. was added dropwise with stirring 64 g (0.4 mol) of a 25% aqueous solution of sodium hydroxide over one hour. After the dropping was completed, the mixture was further stirred at 50° C. for 3 hours. The reaction mixture was analyzed by gas chromatography (the internal standard method with diethylene glycol dimethyl ether as an internal standard), and the yie... The reactants are COC=1C=C(C=CC1)C1=CC(=CC=C1)C(=O)O (3'-methoxy-3-biphenylcarboxylic acid), NC(CCSC)C(=O)O (DL-methionine). Yields the product OC=1C=C(C=CC1)C1=CC(=CC=C1)C(=O)O (3'-hydroxy-3-biphenylcarboxylic acid). Isolated yield 93.3%. Solvent: CS(=O)(=O)O (methanesulfonic acid), O (water). RXN SMILES: C[O:2][C:3]1[CH:4]=[C:5]([C:9]2[CH:14]=[CH:13][CH:12]=[C:11]([C:15]([OH:17])=[O:16])[CH:10]=2)[CH:6]=[CH:7][CH:8]=1.NC(C(O)=O)CCSC>CS(O)(=O)=O.O>[OH:2][C:3]1[CH:4]=[C:5]([C:9]2[CH:14]=[CH:13][CH:12]=[C:11]([C:15]([OH:17])=[O:16])[CH:10]=2)[CH:6]=[CH:7][CH:8]=1. Reported procedure: A suspension of 3'-methoxy-3-biphenylcarboxylic acid (4.1 g) and DL-methionine (26.7 g) in methanesulfonic acid (116 ml) was stirred at room temperature for 22 hours, diluted with water, and extracted three times with diethyl ether. The extracts were combined, washed with brine, dried over magnesium sulfate, and evaporated in vacuo. The residue was crystallized from n-hexane to afford 3'-hydroxy-3-biphenylcarboxylic acid (3.59 g) as a colorless powder. Run at time 22 hour. Starting materials: FC1=CC(=CC(=C1)F)F (1,3,5-trifluorobenzene), N (ammonia). The product is metal hydroxide, FC=1C=C(N)C=C(C1)F (3,5-difluoroaniline). Reaction SMILES: [F:1][C:2]1[CH:7]=[C:6](F)[CH:5]=[C:4]([F:9])[CH:3]=1.[NH3:10]>>[F:1][C:2]1[CH:7]=[C:6]([CH:5]=[C:4]([F:9])[CH:3]=1)[NH2:10]. Reported procedure: In a further embodiment, the present invention relates to a method for the two step preparation of 3,5-difluoroaniline from 1,3,5-trichlorobenzene. First, an amount of 1,3,5-trichlorobenzene is reacted with a fluoride-containing compound to obtain 1,3,5-trifluorobenzene. Second, the 1,3,5-trifluorobenzene is reacted with aqueous ammonia and a metal oxide or metal hydroxide to obtain the product 3,5-difluoroaniline.